From a dataset of the Open Reaction Database (ORD), a public repository of structured organic reaction records. describe an organic reaction: reactants, conditions, products, and yield Starting materials: COC1=C(C=CC=C1)N1CCNCC1 (1-(2-methoxyphenyl)-piperazine), ClCCCNC(C1=CC=C(C=C1)F)=O (N-(3-chloropropyl)-4-fluorobenzamide), C1(=CC=CC=C1)C (toluene). The solvent is C(C)N(CC)CC (triethylamine). Conditions: time 5 hour. Product: COC1=C(C=CC=C1)N1CCN(CC1)CCCNC(C1=CC=C(C=C1)F)=O (1-(2-methoxyphenyl)-4-[3-(4-fluorobenzoyl)aminopropyl]piperazine). As a reaction SMILES: [CH3:1][O:2][C:3]1[CH:8]=[CH:7][CH:6]=[CH:5][C:4]=1[N:9]1[CH2:14][CH2:13][NH:12][CH2:11][CH2:10]1.Cl[CH2:16][CH2:17][CH2:18][NH:19][C:20](=[O:28])[C:21]1[CH:26]=[CH:25][C:24]([F:27])=[CH:23][CH:22]=1.C1(C)C=CC=CC=1>C(N(CC)CC)C>[CH3:1][O:2][C:3]1[CH:8]=[CH:7][CH:6]=[CH:5][C:4]=1[N:9]1[CH2:14][CH2:13][N:12]([CH2:16][CH2:17][CH2:18][NH:19][C:20](=[O:28])[C:21]2[CH:22]=[CH:23][C:24]([F:27])=[CH:25][CH:26]=2)[CH2:11][CH2:10]1. Procedure details: A mixture of 1.92 g (0.01 mol) of 1-(2-methoxyphenyl)-piperazine and 2.15 g (0.01 mol) of N-(3-chloropropyl)-4-fluorobenzamide was added to a mixture of toluene (20 ml) and triethylamine (2 ml) under agitation. The resulting mixture was gradually heated to the refluxing temperature at which the mixture was held for 5 hours. After completion of the reaction, the mixture was cooled and the precipitating salt was filtered off. The filtrate was extracted with 20 ml of benzene, and the extract was wa... The reactants are hydrochloride salt, C(#CCCCCCCCC)C1=CC=C(CNCC=2C=CC(=C(C(=O)OC)C2)OCC(=O)OC)C=C1 (methyl 5-{[(4-dec-1-ynylbenzyl)amino]methyl}-2-(2-methoxy-2-oxoethoxy)benzoate), C(C)(=O)Cl (acetyl chloride). Reported procedure: The title compound was prepared following the procedure G using the hydrochloride salt of methyl 5-{[(4-dec-1-ynylbenzyl)amino]methyl}-2-(2-methoxy-2-oxoethoxy)benzoate and acetyl chloride (purification by flash chromatography on SiO2, chloroform/MeOH 99:1 to 90:10) as a colorless oil (72%). M+ (ESI): 521.9. HPLC, Rt: 5.4 min (purity: 100%). 1H NMR (CDCl3) δ: 7.62 (m, 1H), 7.41-7.05 (m, 5H), 6.85 (m, 1H), 4.75 (s, 1H), 4.73 (s, 1H), 4.55 (s, 1H), 4.53 (s, 1H), 4.41 (s, 1H), 4.38 (s, 1H), 3.92 (s... The product is C(C)(=O)N(CC1=CC=C(C=C1)C#CCCCCCCCC)CC=1C=CC(=C(C(=O)OC)C1)OCC(=O)OC (methyl 5-{[acetyl(4-dec-1-ynylbenzyl)amino]methyl}-2-(2-methoxy-2-oxoethoxy)benzoate). Reaction SMILES: [C:1]([C:11]1[CH:35]=[CH:34][C:14]([CH2:15][NH:16][CH2:17][C:18]2[CH:19]=[CH:20][C:21]([O:28][CH2:29][C:30]([O:32][CH3:33])=[O:31])=[C:22]([CH:27]=2)[C:23]([O:25][CH3:26])=[O:24])=[CH:13][CH:12]=1)#[C:2][CH2:3][CH2:4][CH2:5][CH2:6][CH2:7][CH2:8][CH2:9][CH3:10].[C:36](Cl)(=[O:38])[CH3:37]>>[C:36]([N:16]([CH2:17][C:18]1[CH:19]=[CH:20][C:21]([O:28][CH2:29][C:30]([O:32][CH3:33])=[O:31])=[C:22]([CH:27]=1)[C:23]([O:25][CH3:26])=[O:24])[CH2:15][C:14]1[CH:34]=[CH:35][C:11]([C:1]#[C:2][CH2:3][CH2:4][CH2:5][CH2:6][CH2:7][CH2:8][CH2:9][CH3:10])=[CH:12][CH:13]=1)(=[O:38])[CH3:37]. Reactants: C(C1=CC=CC=C1)OC(=O)N[C@@H]1[C@@H](C[C@@H](CC1)NC(OC(C)(C)C)=O)CO (tert-butyl (1R,3R,4S)-4-benzyloxycarbonylamino-3-(hydroxymethyl)cyclohexylcarbamate), C1(=CC=CC=C1)O (phenol), C1(=CC=CC=C1)P(C1=CC=CC=C1)C1=CC=CC=C1 (triphenylphosphine), N(=NC(=O)OCC)C(=O)OCC (diethyl azodicarboxylate). Run in O1CCCC1 (tetrahydrofuran). The product is C(C1=CC=CC=C1)OC(=O)N[C@@H]1[C@@H](C[C@@H](CC1)NC(OC(C)(C)C)=O)COC1=CC=CC=C1 (tert-butyl (1R,3R,4S)-4-benzyloxycarbonylamino-3-(phenoxymethyl)cyclohexylcarbamate). Isolated yield 76.3%. As a reaction SMILES: [CH2:1]([O:8][C:9]([NH:11][C@H:12]1[CH2:17][CH2:16][C@@H:15]([NH:18][C:19](=[O:25])[O:20][C:21]([CH3:24])([CH3:23])[CH3:22])[CH2:14][C@H:13]1[CH2:26][OH:27])=[O:10])[C:2]1[CH:7]=[CH:6][CH:5]=[CH:4][CH:3]=1.[C:28]1(O)[CH:33]=[CH:32][CH:31]=[CH:30][CH:29]=1.C1(P(C2C=CC=CC=2)C2C=CC=CC=2)C=CC=CC=1.N(C(OCC)=O)=NC(OCC)=O>O1CCCC1>[CH2:1]([O:8][C:9]([NH:11][C@H:12]1[CH2:17][CH2:16][C@@H:15]([NH:18][C:19](=[O:25])[O:20][C:21]([CH3:22])([CH3:23])[CH3:24])[CH2:14][C@H:13]1[CH2:26][O:27][C:28]1[CH:33]=[CH:32][CH:31]=[CH:30][CH:29]=1)=[O:10])[C:2]1[CH:3]=[CH:4][CH:5]=[CH:6][CH:7]=1. Procedure details: A solution of tert-butyl (1R,3R,4S)-4-benzyloxycarbonylamino-3-(hydroxymethyl)cyclohexylcarbamate (120 mg) in tetrahydrofuran (3 mL) was treated with phenol (45 mg) and triphenylphosphine (125 mg). The mixture was stirred at rt and treated dropwise over about 3 minutes with diethyl azodicarboxylate (74 μL). The mixture was stirred for 3.5 h, then was concentrated under vacuum. The residue was purified by flash chromatography on silica gel, eluting with 1:5 v/v ethyl acetate/hexane, to provide te... The reactants are BrC1=C2C(=NC=C1)N(C(=C2)C2=CCN(CC2)C(=O)OC(C)(C)C)S(=O)(=O)C2=CC=C(C)C=C2 (tert-butyl 4-(4-bromo-1-tosyl-1H-pyrrolo[2,3-b]pyridin-2-yl)-5,6-dihydropyridine-1(2H)-carboxylate), FC1=C(C=CC=C1F)B(O)O ((2,3-difluorophenyl)boronic acid), C([O-])([O-])=O.[Na+].[Na+] (sodium carbonate). Reagents/catalysts: C1=CC=C(C=C1)P(C2=CC=CC=C2)C3=CC=CC=C3.C1=CC=C(C=C1)P(C2=CC=CC=C2)C3=CC=CC=C3.Cl[Pd]Cl (bis(triphenylphosphine)palladium(II)dichloride). The solvent is COCCOC.C(C)O.O (1,2-dimethoxyethane ethanol water). The product is FC1=C(C=CC=C1F)C1=C2C(=NC=C1)N(C(=C2)C2=CCN(CC2)C(=O)OC(C)(C)C)S(=O)(=O)C2=CC=C(C)C=C2 (tert-butyl 4-(4-(2,3-difluorophenyl)-1-tosyl-1H-pyrrolo[2,3-b]pyridin-2-yl)-5,6-dihydropyridine-1(2H)-carboxylate). As a reaction SMILES: Br[C:2]1[CH:7]=[CH:6][N:5]=[C:4]2[N:8]([S:24]([C:27]3[CH:33]=[CH:32][C:30]([CH3:31])=[CH:29][CH:28]=3)(=[O:26])=[O:25])[C:9]([C:11]3[CH2:16][CH2:15][N:14]([C:17]([O:19][C:20]([CH3:23])([CH3:22])[CH3:21])=[O:18])[CH2:13][CH:12]=3)=[CH:10][C:3]=12.[F:34][C:35]1[C:40]([F:41])=[CH:39][CH:38]=[CH:37][C:36]=1B(O)O.C(=O)([O-])[O-].[Na+].[Na+]>COCCOC.C(O)C.O.C1C=CC(P(C2C=CC=CC=2)C2C=CC=CC=2)=CC=1.C1C=CC(P(C2C=CC=CC=2)C2C=CC=CC=2)=CC=1.Cl[Pd]Cl>[F:34][C:35]1[C:40]([F:41])=[CH:39][CH:38]=[CH:37][C:36]=1[C:2]1[CH:7]=[CH:6][N:5]=[C:4]2[N:8]([S:24]([C:27]3[CH:28]=[CH:29][C:30]([CH3:31])=[CH:32][CH:33]=3)(=[O:26])=[O:25])[C:9]([C:11]3[CH2:16][CH2:15][N:14]([C:17]([O:19][C:20]([CH3:22])([CH3:21])[CH3:23])=[O:18])[CH2:13][CH:12]=3)=[CH:10][C:3]=12 |f:2.3.4,5.6.7,8.9.10|. Reported procedure: A mixture of Example 220C (750.0 mg, 1.409 mmol), (2,3-difluorophenyl)boronic acid (267 mg, 1.690 mmol), bis(triphenylphosphine)palladium(II)dichloride (39.5 mg, 0.056 mmol), and 1M sodium carbonate (1409 μL, 1.409 mmol) in 10 mL 1,2-dimethoxyethane/ethanol/water (7:2:3) was heated in a Biotage Initiator microwave reactor at 150° C. for 15 minutes. The mixture was concentrated, treated with ethyl acetate and washed with aqueous sodium bicarbonate. The organic layer was washed with water, dried o...